Dataset: the Open Reaction Database (ORD), a public repository of structured organic reaction records. Task: describe an organic reaction: reactants, conditions, products, and yield The reactants are C(C)(C)(C)OC(NCCCNC(=O)C1=C(NC(=C1C)C=O)C)=O ({3-[(5-Formyl-2,4-dimethyl-1H-pyrrole-3-carbonyl)-amino]-propyl}-carbamic acid tert-butyl ester), FC=1C=C2CC(NC2=CC1)=O (5-Fluoro-1,3-dihydro-indol-2-one), N1CCCC1 (pyrrolidine). Solvent: C(C)O (ethanol). Reaction conditions: temperature 0 celsius, time 30 minute. Product: C(C)(C)(C)OC(NCCCNC(=O)C1=C(NC(=C1C)\C=C\1/C(NC2=CC=C(C=C12)F)=O)C)=O ([3-({5-[5-Fluoro-2-oxo-1,2-dihydro-indol-(3Z)-ylidenemethyl]-2,4-dimethyl-1H-pyrrole-3-carbonyl}-amino)-propyl]-carbamic acid tert-butyl ester). Isolated yield 93.6%. RXN SMILES: [C:1]([O:5][C:6](=[O:23])[NH:7][CH2:8][CH2:9][CH2:10][NH:11][C:12]([C:14]1[C:18]([CH3:19])=[C:17]([CH:20]=O)[NH:16][C:15]=1[CH3:22])=[O:13])([CH3:4])([CH3:3])[CH3:2].[F:24][C:25]1[CH:26]=[C:27]2[C:31](=[CH:32][CH:33]=1)[NH:30][C:29](=[O:34])[CH2:28]2.N1CCCC1>C(O)C>[C:1]([O:5][C:6](=[O:23])[NH:7][CH2:8][CH2:9][CH2:10][NH:11][C:12]([C:14]1[C:18]([CH3:19])=[C:17](/[CH:20]=[C:28]2\[C:29](=[O:34])[NH:30][C:31]3[C:27]\2=[CH:26][C:25]([F:24])=[CH:33][CH:32]=3)[NH:16][C:15]=1[CH3:22])=[O:13])([CH3:4])([CH3:3])[CH3:2]. Procedure: A solution of {3-[(5-Formyl-2,4-dimethyl-1H-pyrrole-3-carbonyl)-amino]-propyl}-carbamic acid tert-butyl ester (0.200 g, 0.62 mmol) and 5-Fluoro-1,3-dihydro-indol-2-one (0.011 g, 0.62 mmol), pyrrolidine (0.003 ml) in ethanol (2 ml) was heated at 78° C. for 3 hours. The reaction was cooled to 0° C. and the resulting precipitate filtered, washed with cold ethanol. The product was suspended in ethanol (4 ml) and stirred at 72° C. for 30 minutes. The reaction was filtered, the precipitate dried in a ... The reactants are NC=1C=C(C=CC1)C1=C(C=NC2=C(C=CC=C12)C(F)(F)F)C(=O)C1=CC=CC=C1 ([4-(3-amino-phenyl)-8-trifluoromethyl-quinolin-3-yl]-phenyl-methanone), C(C)OC(C(O)C1=CC=C(C=C1)C=O)=O ((4-formyl-phenyl)-hydroxy-acetic acid ethyl ester). Yields the product C(C)OC(C(O)C1=CC=C(C=C1)CNC1=CC(=CC=C1)C1=C(C=NC2=C(C=CC=C12)C(F)(F)F)C(C1=CC=CC=C1)=O)=O (ETHYL{4-[({3-[3-BENZOYL-8-(TRIFLUOROMETHYL)QUINOLIN-4-YL]PHENYL}AMINO)METHYL]PHENYL}(HYDROXY)ACETATE). Reaction SMILES: [NH2:1][C:2]1[CH:3]=[C:4]([C:8]2[C:17]3[C:12](=[C:13]([C:18]([F:21])([F:20])[F:19])[CH:14]=[CH:15][CH:16]=3)[N:11]=[CH:10][C:9]=2[C:22]([C:24]2[CH:29]=[CH:28][CH:27]=[CH:26][CH:25]=2)=[O:23])[CH:5]=[CH:6][CH:7]=1.[CH2:30]([O:32][C:33](=[O:44])[CH:34]([C:36]1[CH:41]=[CH:40][C:39]([CH:42]=O)=[CH:38][CH:37]=1)[OH:35])[CH3:31]>>[CH2:30]([O:32][C:33](=[O:44])[CH:34]([C:36]1[CH:37]=[CH:38][C:39]([CH2:42][NH:1][C:2]2[CH:7]=[CH:6][CH:5]=[C:4]([C:8]3[C:17]4[C:12](=[C:13]([C:18]([F:21])([F:19])[F:20])[CH:14]=[CH:15][CH:16]=4)[N:11]=[CH:10][C:9]=3[C:22](=[O:23])[C:24]3[CH:25]=[CH:26][CH:27]=[CH:28][CH:29]=3)[CH:3]=2)=[CH:40][CH:41]=1)[OH:35])[CH3:31]. Procedure details: The title compound was prepared from [4-(3-amino-phenyl)-8-trifluoromethyl-quinolin-3-yl]-phenyl-methanone and (4-formyl-phenyl)-hydroxy-acetic acid ethyl ester according to the procedure of step 1, Example 66. MS (ES) m/z 585.3. Starting materials: C(C)(C)(C)OC(=O)N[C@H](C(=O)N1C(CC2=C(C(=CC=C12)Cl)Cl)C(=O)O)CC (1-(N-t-butoxycarbonyl-2-(S)-aminobutyryl)-4,5-dichloroindoline-2-(R/S)-carboxylic acid), C(CCC)N (butylamine). The product is C(CCC)NC(=O)C1N(C2=CC=C(C(=C2C1)Cl)Cl)C([C@H](CC)NC(=O)OC(C)(C)C)=O (1-[N-t-Butoxycarbonyl-2-(S)-aminobutyryl]-4,5-dichloroindoline-2-(R/S)-carboxylic acid butyl amide). Reaction SMILES: [C:1]([O:5][C:6]([NH:8][C@@H:9]([CH2:26][CH3:27])[C:10]([N:12]1[C:20]2[C:15](=[C:16]([Cl:22])[C:17]([Cl:21])=[CH:18][CH:19]=2)[CH2:14][CH:13]1[C:23]([OH:25])=O)=[O:11])=[O:7])([CH3:4])([CH3:3])[CH3:2].[CH2:28]([NH2:32])[CH2:29][CH2:30][CH3:31]>>[CH2:28]([NH:32][C:23]([CH:13]1[CH2:14][C:15]2[C:20](=[CH:19][CH:18]=[C:17]([Cl:21])[C:16]=2[Cl:22])[N:12]1[C:10](=[O:11])[C@@H:9]([NH:8][C:6]([O:5][C:1]([CH3:3])([CH3:2])[CH3:4])=[O:7])[CH2:26][CH3:27])=[O:25])[CH2:29][CH2:30][CH3:31]. Reported procedure: This compound was prepared from 1-(N-t-butoxycarbonyl-2-(S)-aminobutyryl)-4,5-dichloroindoline-2-(R/S)-carboxylic acid as described in Example 1, using butylamine instead of trifluoroethylamine hydrochloride. The reactants are CCCCCCCC(=O)Cl, CCCCNCCCC. Product: CCCCCCCCN(CCCC)CCCC. As a reaction SMILES: [C:10]([CH2:11][CH2:12][CH2:13][CH2:14][CH2:15][CH2:16][CH3:17])([Cl:18])=[O:19].[CH2:1]([CH2:2][CH2:3][CH3:4])[NH:5][CH2:6][CH2:7][CH2:8][CH3:9]>>[CH2:1]([CH2:2][CH2:3][CH3:4])[N:5]([CH2:6][CH2:7][CH2:8][CH3:9])[CH2:10][CH2:11][CH2:12][CH2:13][CH2:14][CH2:15][CH2:16][CH3:17].